The task is: describe an organic reaction: reactants, conditions, products, and yield. This data is from the Open Reaction Database (ORD), a public repository of structured organic reaction records. The reactants are C(C)(C)(C)OC(=O)N1C[C@@H](CC1)OS(=O)(=O)C ((R)-1-t-butoxycarbonyl-3-methanesulfonyloxypyrrolidine), [C-]#N.[Na+] (sodium cyanide), C(C)(=O)OCC (ethyl acetate), O (water). The solvent is CS(=O)C (dimethyl sulfoxide). Yield: 60.8%. Yields the product C(C)(C)(C)OC(=O)N1C[C@H](CC1)C#N ((S)-1-t-butoxycarbonyl-3-cyanopyrrolidine). Reaction conditions: temperature 100 celsius, time 1 hour. Procedure details: To a solution of (R)-1-t-butoxycarbonyl-3-methanesulfonyloxypyrrolidine (20 g) in dimethyl sulfoxide (200 ml) was added sodium cyanide (11 g) at ambient temperature under nitrogen. After stirring at 100° C. under nitrogen for 1 hour, the solution was taken up into a mixture of ethyl acetate and water. The organic layer was separated, and washed with water and brine successively. The dried solvent was evaporated, and the residue was chromatographed on silica gel eluting with a mixture of n-hexane... RXN SMILES: [C:1]([O:5][C:6]([N:8]1[CH2:12][CH2:11][C@@H:10](OS(C)(=O)=O)[CH2:9]1)=[O:7])([CH3:4])([CH3:3])[CH3:2].[C-:18]#[N:19].[Na+].C(OCC)(=O)C.O>CS(C)=O>[C:1]([O:5][C:6]([N:8]1[CH2:12][CH2:11][C@H:10]([C:18]#[N:19])[CH2:9]1)=[O:7])([CH3:4])([CH3:3])[CH3:2] |f:1.2|. The reactants are Cl (HCl), C(C)OC(CCC1=C(C=C(C=C1)OC1=CC(=CC(=C1)C)O)C)=O (3-[4-(3-hydroxy-5-methyl-phenoxy)-2-methyl-phenyl]-propionic acid ethyl ester), BrC=1C=C(C=CC1F)C(F)(F)F (3-bromo-4-fluorobenzotrifluoride), C([O-])([O-])=O.[K+].[K+] (potassium carbonate). Solvent: CS(=O)C (DMSO), CCOCC (Et2O). Conditions: temperature 100 celsius, time 5 hour. The product is C(C)OC(CCC1=C(C=C(C=C1)OC1=CC(=CC(=C1)C)OC1=C(C=C(C=C1)C(F)(F)F)Br)C)=O (3-{4-[3-(2-Bromo-4-trifluoromethyl-phenoxy)-5-methyl-phenoxy]-2-methyl-phenyl}-propionic acid ethyl ester). Isolated yield 71.3%. As a reaction SMILES: [CH2:1]([O:3][C:4](=[O:23])[CH2:5][CH2:6][C:7]1[CH:12]=[CH:11][C:10]([O:13][C:14]2[CH:19]=[C:18]([CH3:20])[CH:17]=[C:16]([OH:21])[CH:15]=2)=[CH:9][C:8]=1[CH3:22])[CH3:2].[Br:24][C:25]1[CH:26]=[C:27]([C:32]([F:35])([F:34])[F:33])[CH:28]=[CH:29][C:30]=1F.C(=O)([O-])[O-].[K+].[K+].Cl>CS(C)=O.CCOCC>[CH2:1]([O:3][C:4](=[O:23])[CH2:5][CH2:6][C:7]1[CH:12]=[CH:11][C:10]([O:13][C:14]2[CH:19]=[C:18]([CH3:20])[CH:17]=[C:16]([O:21][C:30]3[CH:29]=[CH:28][C:27]([C:32]([F:35])([F:34])[F:33])=[CH:26][C:25]=3[Br:24])[CH:15]=2)=[CH:9][C:8]=1[CH3:22])[CH3:2] |f:2.3.4|. Procedure: A mixture of 3-[4-(3-hydroxy-5-methyl-phenoxy)-2-methyl-phenyl]-propionic acid ethyl ester (2.83 g, 9.01 mmol), 3-bromo-4-fluorobenzotrifluoride (2.19 g, 9.01 mmol) and 325 mesh potassium carbonate (1.49 g, 10.8 mmol) in dry DMSO (36 mL) is heated to 100° C. and stirred for 5 hours under N2. The reaction is cooled and acidified with 1 N HCl. The mixture is then diluted with Et2O and extracted with water. The organic layer is dried (Na2SO4), and the solvent removed in vacuo to afford crude produc... Starting materials: CCO, COCc1nn2c(Br)cccc2c1[N+](=O)[O-], CC(=O)O, O, [Zn]. The product is COCc1nn2c(Br)cccc2c1N. Reaction SMILES: [CH3:17][CH2:18][OH:19].[CH3:1][O:2][CH2:3][c:4]1[n:5][n:6]2[c:7]([cH:8][cH:9][cH:10][c:11]2[Br:12])[c:13]1[N+:14]([O-:15])=[O:16].[CH3:22][C:23](=[O:24])[OH:25].[OH2:20].[Zn:21]>>[CH3:1][O:2][CH2:3][c:4]1[n:5][n:6]2[c:7]([cH:8][cH:9][cH:10][c:11]2[Br:12])[c:13]1[NH2:14]. The reactants are ClC(=O)OCC (Ethyl chloroformate), B.[Li] (lithium boron hydride), OC(CC(=O)O)CNC(C1=CC(=C(C=C1)OC)\C=C\C1=CC=C(C=C1)OC(F)(F)F)=O (3-hydroxy-4-{4-methoxy-3-[(E)-2-(4-trifluoromethoxyphenyl)vinyl]benzoylamino}butyric acid), CN1CCOCC1 (N-methylmorpholine). Solvent: O1CCCC1 (tetrahydrofuran), O (water). Reaction conditions: temperature -15 celsius, time 15 minute. The product is OC(CNC(C1=CC(=C(C=C1)OC)\C=C\C1=CC=C(C=C1)OC(F)(F)F)=O)CCO (N-(2,4-dihydroxybutyl)-4-methoxy-3-[(E)-2-(4-trifluoromethoxyphenyl)vinyl]benzamide). The yield is 80.3%. As a reaction SMILES: [OH:1][CH:2]([CH2:7][NH:8][C:9](=[O:31])[C:10]1[CH:15]=[CH:14][C:13]([O:16][CH3:17])=[C:12](/[CH:18]=[CH:19]/[C:20]2[CH:25]=[CH:24][C:23]([O:26][C:27]([F:30])([F:29])[F:28])=[CH:22][CH:21]=2)[CH:11]=1)[CH2:3][C:4](O)=[O:5].CN1CCOCC1.ClC(OCC)=O.B.[Li]>O1CCCC1.O>[OH:1][CH:2]([CH2:3][CH2:4][OH:5])[CH2:7][NH:8][C:9](=[O:31])[C:10]1[CH:15]=[CH:14][C:13]([O:16][CH3:17])=[C:12](/[CH:18]=[CH:19]/[C:20]2[CH:25]=[CH:24][C:23]([O:26][C:27]([F:29])([F:30])[F:28])=[CH:22][CH:21]=2)[CH:11]=1 |f:3.4,^1:45|. Reported procedure: The obtained 3-hydroxy-4-{4-methoxy-3-[(E)-2-(4-trifluoromethoxyphenyl)vinyl]benzoylamino}butyric acid (27 mg) and 15 μL of N-methylmorpholine were dissolved in 3 mL of tetrahydrofuran under an atmosphere of nitrogen, and the solution was cooled to −15° C. Ethyl chloroformate (13 μL) was added to the solution, the mixture was stirred for 15 minutes, and then 18.4 mg of lithium boron hydride was added. After the mixture was stirred for 30 minutes at −15° C., 1 mL of water was added, and the react... Starting materials: C1(CCCCC1)C(O)C=1C(=NN(C1)C1=C(C=C(C=C1)F)C)C (cyclohexyl[1-(4-fluoro-2-methylphenyl)-3-methyl-1H-pyrazol-4-yl]methanol), NC1=CC=C(C=C1)C(=O)N(CCC(=O)OCC)C (ethyl 3-{[(4-aminophenyl)carbonyl](methyl)amino}propanoate). Product: FC1=CC(=C(C=C1)N1N=C(C(=C1)C(C1CCCCC1)NC1=CC=C(C=C1)C(=O)N(CCC(=O)O)C)C)C (3-[{[4-({[1-(4-fluoro-2-methylphenyl)-3-methyl-1H-pyrazol-4-yl](cyclohexyl)methyl}amino)phenyl]carbonyl}(methyl)amino]-propanoic acid). The yield is 60.8%. Reaction SMILES: [CH:1]1([CH:7]([C:9]2[C:10]([CH3:22])=[N:11][N:12]([C:14]3[CH:19]=[CH:18][C:17]([F:20])=[CH:16][C:15]=3[CH3:21])[CH:13]=2)O)[CH2:6][CH2:5][CH2:4][CH2:3][CH2:2]1.[NH2:23][C:24]1[CH:29]=[CH:28][C:27]([C:30]([N:32]([CH3:40])[CH2:33][CH2:34][C:35]([O:37]CC)=[O:36])=[O:31])=[CH:26][CH:25]=1>>[F:20][C:17]1[CH:18]=[CH:19][C:14]([N:12]2[CH:13]=[C:9]([CH:7]([NH:23][C:24]3[CH:25]=[CH:26][C:27]([C:30]([N:32]([CH3:40])[CH2:33][CH2:34][C:35]([OH:37])=[O:36])=[O:31])=[CH:28][CH:29]=3)[CH:1]3[CH2:6][CH2:5][CH2:4][CH2:3][CH2:2]3)[C:10]([CH3:22])=[N:11]2)=[C:15]([CH3:21])[CH:16]=1. Procedure: Using cyclohexyl[1-(4-fluoro-2-methylphenyl)-3-methyl-1H-pyrazol-4-yl]methanol (0.50 g) synthesized in Example 21(3) and ethyl 3-{[(4-aminophenyl)carbonyl](methyl)amino}propanoate (0.39 g) synthesized in Example 2(2) and in the same manner as in Example 1(7), the title object compound (0.48 g, 60%) was obtained as a white solid. Starting materials: ClCC1=CC=C(C=C1)[C@@H](C)NC(C)=O ((R)-N-(1-(4-chloromethylphenyl)ethyl)acetamide), FC1=CC=CC(=N1)N1CCNCC1 (1-(6-fluoropyridin-2-yl)piperazine). Product: FC1=CC=CC(=N1)N1CCN(CC1)CC1=CC=C(C=C1)[C@@H](C)NC(C)=O ((R)-N-(1-(4-((4-(6-Fluoropyridin-2-yl)piperazin-1-yl)methyl)phenyl)ethyl)acetamide). RXN SMILES: Cl[CH2:2][C:3]1[CH:8]=[CH:7][C:6]([C@H:9]([NH:11][C:12](=[O:14])[CH3:13])[CH3:10])=[CH:5][CH:4]=1.[F:15][C:16]1[N:21]=[C:20]([N:22]2[CH2:27][CH2:26][NH:25][CH2:24][CH2:23]2)[CH:19]=[CH:18][CH:17]=1>>[F:15][C:16]1[N:21]=[C:20]([N:22]2[CH2:27][CH2:26][N:25]([CH2:2][C:3]3[CH:8]=[CH:7][C:6]([C@H:9]([NH:11][C:12](=[O:14])[CH3:13])[CH3:10])=[CH:5][CH:4]=3)[CH2:24][CH2:23]2)[CH:19]=[CH:18][CH:17]=1. Procedure details: By similar reaction and treatment to that in Example 1(5) using (R)-N-(1-(4-chloromethylphenyl)ethyl)acetamide instead of N-(4-chloromethylphenylmethyl)acetamide and 1-(6-fluoropyridin-2-yl)piperazine obtained in Example 85(2) instead of phenylpiperazine, the title compound was obtained as a pale-yellow oil.